From a dataset of the Open Reaction Database (ORD), a public repository of structured organic reaction records. describe an organic reaction: reactants, conditions, products, and yield Starting materials: N#Cc1ccc(N(Cc2ccc(F)c(OC(=O)c3ccccc3)c2)n2cnnc2)cc1, CO, [Na+], [OH-], O. Yields the product N#Cc1ccc(N(Cc2ccc(F)c(O)c2)n2cnnc2)cc1. As a reaction SMILES: [C:3](#[N:4])[c:5]1[cH:6][cH:7][c:8]([N:11]([n:12]2[cH:13][n:14][n:15][cH:16]2)[CH2:17][c:18]2[cH:19][cH:20][c:21]([F:33])[c:22]([O:24][C:25](=[O:26])[c:27]3[cH:28][cH:29][cH:30][cH:31][cH:32]3)[cH:23]2)[cH:9][cH:10]1.[CH3:35][OH:36].[Na+:2].[OH-:1].[OH2:34]>>[C:3](#[N:4])[c:5]1[cH:6][cH:7][c:8]([N:11]([n:12]2[cH:13][n:14][n:15][cH:16]2)[CH2:17][c:18]2[cH:19][cH:20][c:21]([F:33])[c:22]([OH:24])[cH:23]2)[cH:9][cH:10]1. The reactants are ClC1=NC2=C(C=C(C=C2C=C1C(=O)O)Cl)Cl (2,6,8-trichloroquinoline-3-carboxylic acid), CN[C@@H](CC1=CNC2=CC=CC=C12)C(=O)O (N-methyl-L-tryptophan), CS(=O)C (DMSO). Yields the product C(=O)(O)[C@H](CC1=CN(C2=CC=CC=C12)C)NC1=NC2=C(C=C(C=C2C=C1C(=O)O)Cl)Cl (2-[(S)-1-Carboxy-2-(1-methyl-1H-indol-3-yl)-ethylamino]-6,8-dichloro-quinoline-3-carboxylic acid). Reaction SMILES: Cl[C:2]1[C:11]([C:12]([OH:14])=[O:13])=[CH:10][C:9]2[C:4](=[C:5]([Cl:16])[CH:6]=[C:7]([Cl:15])[CH:8]=2)[N:3]=1.C[NH:18][C@H:19]([C:30]([OH:32])=[O:31])[CH2:20][C:21]1[C:29]2[C:24](=[CH:25][CH:26]=[CH:27][CH:28]=2)[NH:23][CH:22]=1.[CH3:33]S(C)=O>>[C:30]([C@@H:19]([NH:18][C:2]1[C:11]([C:12]([OH:14])=[O:13])=[CH:10][C:9]2[C:4](=[C:5]([Cl:16])[CH:6]=[C:7]([Cl:15])[CH:8]=2)[N:3]=1)[CH2:20][C:21]1[C:29]2[C:24](=[CH:25][CH:26]=[CH:27][CH:28]=2)[N:23]([CH3:33])[CH:22]=1)([OH:32])=[O:31]. Procedure details: In close analogy to the procedure described in Example 1, 2,6,8-trichloroquinoline-3-carboxylic acid is reacted with N-methyl-L-tryptophan in DMSO to provide the title compound in good yield. Reactants: C1(CCCC1)Br (Cyclopentyl bromide), OC=1C(=NC=C(C(=S)OC)C1)C (methyl 5-hydroxy-6-methylthionicotinoate), C([O-])([O-])=O.[K+].[K+] (potassium carbonate). The solvent is CN(C=O)C (dimethylformamide). Conditions: temperature 60 celsius. The product is C1(CCCC1)OC=1C(=NC=C(C(=S)OC)C1)C (methyl 5-cyclopentyloxy-6-methylthionicotinoate). Reaction SMILES: [CH:1]1(Br)[CH2:5][CH2:4][CH2:3][CH2:2]1.[OH:7][C:8]1[C:9]([CH3:18])=[N:10][CH:11]=[C:12]([CH:17]=1)[C:13]([O:15][CH3:16])=[S:14].C(=O)([O-])[O-].[K+].[K+]>CN(C)C=O>[CH:1]1([O:7][C:8]2[C:9]([CH3:18])=[N:10][CH:11]=[C:12]([CH:17]=2)[C:13]([O:15][CH3:16])=[S:14])[CH2:5][CH2:4][CH2:3][CH2:2]1 |f:2.3.4|. Reported procedure: Cyclopentyl bromide (0.78 mL) is added to a stirred mixture of methyl 5-hydroxy-6-methylthionicotinoate (810 mg) and anhydrous potassium carbonate (1.8 g) in dry dimethylformamide (15 mL). The mixture is heated at 60±5° C. for 8 hours. After cooling the mixture is concentrated in vacuo and the residue partitioned between water and ethyl acetate. The ethyl acetate phase is isolated, washed with water and dried (MgSO4). The solvent is removed in vacuo to give methyl 5-cyclopentyloxy-6-methylthioni... The reactants are O (water), C1(CCC1)C(=O)C1=CC=C(C=C1)CBr (α-Bromo-p-tolyl cyclobutyl ketone), [C-]#N.[Na+] (sodium cyanide). The solvent is CN(C=O)C (dimethylformamide), CN(C=O)C (dimethylformamide). Product: C1(CCC1)C(=O)C1=CC=C(C=C1)CC#N (p-(Cyclobutylcarbonyl)phenylacetonitrile). As a reaction SMILES: [CH:1]1([C:5]([C:7]2[CH:12]=[CH:11][C:10]([CH2:13]Br)=[CH:9][CH:8]=2)=[O:6])[CH2:4][CH2:3][CH2:2]1.[C-:15]#[N:16].[Na+].O>CN(C)C=O>[CH:1]1([C:5]([C:7]2[CH:12]=[CH:11][C:10]([CH2:13][C:15]#[N:16])=[CH:9][CH:8]=2)=[O:6])[CH2:4][CH2:3][CH2:2]1 |f:1.2|. Reported procedure: α-Bromo-p-tolyl cyclobutyl ketone (18.5 g) in dimethylformamide (50 ml) was added during 35 minutes to sodium cyanide (4 g) in dimethylformamide (100 ml) which was cooled below 10° and stirred. The solution was allowed to warm to 20° during 2 hours and poured into water (1 l). The mixture was extracted with ether (3× 200 ml) and the combined extracts were dried over magnesium sulphate, filtered and evaporated. The residue was extracted with light petroleum (b.p. 60°-80°) (7× 250 ml) and the extr... Starting materials: NC=1NC(C=2N=CN(C2N1)CO[C@@H](COC(C)=O)COCC1=CC=CC=C1)=O ((R)-2-(2-amino-1,6-dihydro-6-oxo-purin-9-yl)methoxy-1-acetoxy-3-benzyloxy-propane). Run in N.CO (ammonia methanol). Run at time 18 hour. Yields the product NC=1NC(C=2N=CN(C2N1)CO[C@H](COCC1=CC=CC=C1)CO)=O ((S)-2-(2-Amino-1,6-dihydro-6-oxo-purin-9-yl)methoxy-1-benzyloxy-propan-3-ol). As a reaction SMILES: [NH2:1][C:2]1[NH:3][C:4](=[O:28])[C:5]2[N:6]=[CH:7][N:8]([CH2:11][O:12][C@H:13]([CH2:19][O:20][CH2:21][C:22]3[CH:27]=[CH:26][CH:25]=[CH:24][CH:23]=3)[CH2:14][O:15]C(=O)C)[C:9]=2[N:10]=1>N.CO>[NH2:1][C:2]1[NH:3][C:4](=[O:28])[C:5]2[N:6]=[CH:7][N:8]([CH2:11][O:12][C@@H:13]([CH2:14][OH:15])[CH2:19][O:20][CH2:21][C:22]3[CH:27]=[CH:26][CH:25]=[CH:24][CH:23]=3)[C:9]=2[N:10]=1 |f:1.2|. Procedure: A mixture of (R)-2-(2-amino-1,6-dihydro-6-oxo-purin-9-yl)methoxy-1-acetoxy-3-benzyloxy-propane in 30% ammonia/methanol (1:2) was stirred at ambient temperature for 18 hours. The solvent was evaporated and the residue was triturated with a small amount of methanol. The pale yellow solid was collected to give (S)-2-(2-Amino-1,6-dihydro-6-oxo-purin-9-yl)methoxy-1-benzyloxy-propan-3-ol. The mother liquor was concentrated and the residue recrystallized from hot methanol to give a second crop of the p... Starting materials: O, OO, CCCC1CCC(CSc2nnnn2-c2ccccc2)CC1. The product is CCCC1CCC(CS(=O)(=O)c2nnnn2-c2ccccc2)CC1. As a reaction SMILES: [OH2:23].[OH:24][OH:25].[c:1]1(-[n:7]2[n:8][n:9][n:10][c:11]2[S:12][CH2:13][CH:14]2[CH2:15][CH2:16][CH:17]([CH2:20][CH2:21][CH3:22])[CH2:18][CH2:19]2)[cH:2][cH:3][cH:4][cH:5][cH:6]1>>[c:1]1(-[n:7]2[n:8][n:9][n:10][c:11]2[S:12]([CH2:13][CH:14]2[CH2:15][CH2:16][CH:17]([CH2:20][CH2:21][CH3:22])[CH2:18][CH2:19]2)(=[O:23])=[O:24])[cH:2][cH:3][cH:4][cH:5][cH:6]1. Starting materials: Fc1ccc(CBr)cc1, CC#N, [K+], [K+], O=C([O-])[O-], CCOC(=O)CS. Yields the product CCOC(=O)CSCc1ccc(F)cc1. Reaction SMILES: [Br:14][CH2:15][c:16]1[cH:17][cH:18][c:19]([F:22])[cH:20][cH:21]1.[CH3:23][C:24]#[N:25].[K+:8].[K+:9].[O-:10][C:11]([O-:12])=[O:13].[SH:1][CH2:2][C:3](=[O:4])[O:5][CH2:6][CH3:7]>>[S:1]([CH2:2][C:3](=[O:4])[O:5][CH2:6][CH3:7])[CH2:15][c:16]1[cH:17][cH:18][c:19]([F:22])[cH:20][cH:21]1. Yields the product NC1=C([Se]C(=C1)C(C)(C)C)C#N (3-Amino-5-(tert-butyl)selenophene-2-carbonitrile). Reported procedure: To a suspension of sodium selenide (4.39 g, 34.84 mmol, prepared from 2.78 g of selenium as described above) in DMF (35 mL) was added a solution of 3-chloro-4,4-dimethylpent-2-enenitrile (5.0 g, 34.84 mmol) in DMF (13 mL) at rt for 5 min and stirred the mixture at 60-70° C. for 2 h. Then chloroacetonitrile (2.2 mL, 34.84 mmol) was added dropwise to the reaction mixture and again stirred at 60-70° C. for 2 h. Then, a solution of sodium methoxide (1.88 g, 34.84 mmol) in dry methanol (22 mL) was ad... The solvent is CN(C)C=O (DMF), O (water), CO (methanol), CN(C)C=O (DMF). Starting materials: ClC(=CC#N)C(C)(C)C (3-chloro-4,4-dimethylpent-2-enenitrile), C[O-].[Na+] (sodium methoxide), [Se-2].[Na+].[Na+] (sodium selenide), ClCC#N (chloroacetonitrile). Isolated yield 65.7%. As a reaction SMILES: [Se-2:1].[Na+].[Na+].Cl[C:5]([C:9]([CH3:12])([CH3:11])[CH3:10])=[CH:6][C:7]#[N:8].Cl[CH2:14][C:15]#[N:16].C[O-].[Na+]>CN(C=O)C.CO.O>[NH2:8][C:7]1[CH:6]=[C:5]([C:9]([CH3:12])([CH3:11])[CH3:10])[Se:1][C:14]=1[C:15]#[N:16] |f:0.1.2,5.6|. Conditions: temperature 65 celsius, time 2 hour. Reactants: NC1=CC=C(C=C1)C=1N=CNC1 (4-(4-aminophenyl)-1-H-imidazole), C(C)OC(N(C)C)OCC (N,N-dimethyl-formamide diethyl acetal), C(C)OCC (diethyl ether). Procedure: A solution of 3.18 gm of 4-(4-aminophenyl)-1-H-imidazole in 8.82 gm of N,N-dimethyl-formamide diethyl acetal was stirred at room temperature for two days. Addition of diethyl ether resulted in precipitation of the formamidine, which was collected by filtration. Yields the product CN(C=NC1=CC=C(C=C1)C=1N=CNC1)C (N,N-Dimethyl-N'-[4-(imidazol-4-yl)-phenyl]-formamidine). Reaction SMILES: [NH2:1][C:2]1[CH:7]=[CH:6][C:5]([C:8]2[N:9]=[CH:10][NH:11][CH:12]=2)=[CH:4][CH:3]=1.C(OCC)C.C(O[CH:21](OCC)[N:22]([CH3:24])[CH3:23])C>>[CH3:21][N:22]([CH3:24])[CH:23]=[N:1][C:2]1[CH:3]=[CH:4][C:5]([C:8]2[N:9]=[CH:10][NH:11][CH:12]=2)=[CH:6][CH:7]=1.